From a dataset of the Open Reaction Database (ORD), a public repository of structured organic reaction records. describe an organic reaction: reactants, conditions, products, and yield Reactants: C(C)OC(=O)C=1N=CC=2NC3=CC=C(C=C3C2C1CC)C(=O)O (3-ethoxycarbonyl-4-ethyl-β-carboline-6-carboxylic acid), CN(C=O)C (dimethylformamide), S(=O)(Cl)Cl (thionyl chloride). Yields the product C(C)OC(=O)C=1N=CC=2NC3=CC=C(C=C3C2C1CC)C(=O)Cl (3-ethoxycarbonyl-4-ethyl-β-carboline-6-carboxylic acid chloride). Reaction SMILES: [CH2:1]([O:3][C:4]([C:6]1[N:7]=[CH:8][C:9]2[NH:10][C:11]3[C:16]([C:17]=2[C:18]=1[CH2:19][CH3:20])=[CH:15][C:14]([C:21]([OH:23])=O)=[CH:13][CH:12]=3)=[O:5])[CH3:2].CN(C)C=O.S(Cl)([Cl:31])=O>>[CH2:1]([O:3][C:4]([C:6]1[N:7]=[CH:8][C:9]2[NH:10][C:11]3[C:16]([C:17]=2[C:18]=1[CH2:19][CH3:20])=[CH:15][C:14]([C:21]([Cl:31])=[O:23])=[CH:13][CH:12]=3)=[O:5])[CH3:2]. Reported procedure: 590 mg of 3-ethoxycarbonyl-4-ethyl-β-carboline-6-carboxylic acid is refluxed in 6 ml of thionyl chloride with a drop of dimethylformamide for 2.5 hours. After evaporation and drying, 664 mg of 3-ethoxycarbonyl-4-ethyl-β-carboline-6-carboxylic acid chloride is obtained in the form of the hydrochloride. Starting materials: O=C1NC(=NC2=CC3=C(C=C12)C(CC3)N(C)C3=CC=C(C(=O)OC(C)(C)C)C=C3)CN3CCCCC3 (tert-butyl 4-[N-[4-oxo-2-(piperidin-1-yl)methyl-3,4,7,8-tetrahydro-6H-cyclopenta[g]quinazolin-6-yl]-N-methylamino]benzoate), [H-].[Na+] (NaH), CN(C)C=O (DMF). Run at time 1 minute. Product: CN1C(=NC2=CC3=C(C=C2C1=O)C(CC3)N(C)C3=CC=C(C(=O)OC(C)(C)C)C=C3)CN3CCCCC3 (tert-Butyl 4-[N-[3-Methyl-4-oxo-2-(piperidin-1-yl)methyl-3,4,7,8-tetrahydro-6H-cyclopenta[g]quinazolin-6-yl]-N-methylamino]benzoate). Isolated yield 91.0%. Reaction SMILES: [O:1]=[C:2]1[C:11]2[C:6](=[CH:7][C:8]3[CH2:14][CH2:13][CH:12]([N:15]([C:17]4[CH:29]=[CH:28][C:20]([C:21]([O:23][C:24]([CH3:27])([CH3:26])[CH3:25])=[O:22])=[CH:19][CH:18]=4)[CH3:16])[C:9]=3[CH:10]=2)[N:5]=[C:4]([CH2:30][N:31]2[CH2:36][CH2:35][CH2:34][CH2:33][CH2:32]2)[NH:3]1.[H-].[Na+].[CH3:39]N(C=O)C>>[CH3:39][N:3]1[C:2](=[O:1])[C:11]2[C:6](=[CH:7][C:8]3[CH2:14][CH2:13][CH:12]([N:15]([C:17]4[CH:29]=[CH:28][C:20]([C:21]([O:23][C:24]([CH3:27])([CH3:26])[CH3:25])=[O:22])=[CH:19][CH:18]=4)[CH3:16])[C:9]=3[CH:10]=2)[N:5]=[C:4]1[CH2:30][N:31]1[CH2:36][CH2:35][CH2:34][CH2:33][CH2:32]1 |f:1.2|. Procedure details: To a solution of tert-butyl 4-[N-[4-oxo-2-(piperidin-1-yl)methyl-3,4,7,8-tetrahydro-6H-cyclopenta[g]quinazolin-6-yl]-N-methylamino]benzoate (0.060 g, 0.123 mmol) in anhydrous DMF (3 ml) under argon was added a dispersion of NaH in mineral oil (60% w/w) (0.0060 g, 0.147 mmol) and the reaction mixture was stirred for 1 min. Mel (15 μL, 0.246 mmol) was then added via syringe and the reaction mixture was stirred for a further 2 hours. The reaction mixture was then partitioned between a saturated aqu... The reactants are C(=O)([O-])[O-].[Cs+].[Cs+] (Cs2CO3), BrC1=CC(=C(C=C1F)O)F (4-bromo-2,5-difluorophenol), C(C1=CC=CC=C1)Br (benzyl bromide). The solvent is CN(C)C=O (DMF). Yields the product C1(=CC=CC=C1)COC1=C(C=C(C(=C1)F)Br)F (4-bromo-2,5-difluorophenyl phenylmethyl ether). As a reaction SMILES: [Br:1][C:2]1[C:7]([F:8])=[CH:6][C:5]([OH:9])=[C:4]([F:10])[CH:3]=1.C([O-])([O-])=O.[Cs+].[Cs+].[CH2:17](Br)[C:18]1[CH:23]=[CH:22][CH:21]=[CH:20][CH:19]=1>CN(C=O)C>[C:18]1([CH2:17][O:9][C:5]2[CH:6]=[C:7]([F:8])[C:2]([Br:1])=[CH:3][C:4]=2[F:10])[CH:23]=[CH:22][CH:21]=[CH:20][CH:19]=1 |f:1.2.3|. Procedure: 4-bromo-2,5-difluorophenol (2 g, 9.57 mmol) was dissolved in DMF (19 mL) and to this was added Cs2CO3 (4.37 g, 13.34 mmol) and the solution was stirred for 15 minutes before benzyl bromide (1.64 g, 9.57 mmol) was added. After 1 hour at room temperature the mixture was partitioned between ethyl acetate (100 mL)/water (100 mL), the layers were separated and the aqueous extracted with ethyl acetate. The combined organics were washed with saturated NH4Cl (100 mL), water (100 mL) and brine (2×100 mL)... Starting materials: C(C)(C)(C)OC(=O)N1CC2CC(=C(C(C1)N2C(=O)OC(C)(C)C)C(N(CC2=C(C(=CC=C2)OC)C)C2CC2)=O)C2=CN=C(S2)OCCO (6-[Cyclopropyl-(3-methoxy-2-methylbenzyl)carbamoyl]-7-[2-(2-hydroxyethoxy)thiazol-5-yl]-3,9-diazabicyclo[3.3.1]non-6-ene-3,9-dicarboxylic acid di-tert-butyl ester), ClC1=C(C(=CC=C1F)F)O (2-chloro-3,6-difluorophenol). The product is C(C)(C)(C)OC(=O)N1CC2CC(=C(C(C1)N2C(=O)OC(C)(C)C)C(N(CC2=C(C(=CC=C2)OC)C)C2CC2)=O)C2=CN=C(S2)OCCOC2=C(C(=CC=C2F)F)Cl (7-{2-[2-(2-Chloro-3,6-difluorophenoxy)ethoxy]thiazol-5-yl}-6-[cyclopropyl-(3-methoxy-2-methylbenzyl)carbamoyl]-3,9-diazabicyclo[3.3.1]non-6-ene-3,9-dicarboxylic acid di-tert-butyl ester). RXN SMILES: [C:1]([O:5][C:6]([N:8]1[CH2:15][CH:14]2[N:16]([C:17]([O:19][C:20]([CH3:23])([CH3:22])[CH3:21])=[O:18])[CH:10]([CH2:11][C:12]([C:40]3[S:44][C:43]([O:45][CH2:46][CH2:47][OH:48])=[N:42][CH:41]=3)=[C:13]2[C:24](=[O:39])[N:25]([CH:36]2[CH2:38][CH2:37]2)[CH2:26][C:27]2[CH:32]=[CH:31][CH:30]=[C:29]([O:33][CH3:34])[C:28]=2[CH3:35])[CH2:9]1)=[O:7])([CH3:4])([CH3:3])[CH3:2].[Cl:49][C:50]1[C:55]([F:56])=[CH:54][CH:53]=[C:52]([F:57])[C:51]=1O>>[C:1]([O:5][C:6]([N:8]1[CH2:15][CH:14]2[N:16]([C:17]([O:19][C:20]([CH3:21])([CH3:23])[CH3:22])=[O:18])[CH:10]([CH2:11][C:12]([C:40]3[S:44][C:43]([O:45][CH2:46][CH2:47][O:48][C:51]4[C:52]([F:57])=[CH:53][CH:54]=[C:55]([F:56])[C:50]=4[Cl:49])=[N:42][CH:41]=3)=[C:13]2[C:24](=[O:39])[N:25]([CH:36]2[CH2:37][CH2:38]2)[CH2:26][C:27]2[CH:32]=[CH:31][CH:30]=[C:29]([O:33][CH3:34])[C:28]=2[CH3:35])[CH2:9]1)=[O:7])([CH3:2])([CH3:3])[CH3:4]. Procedure: This compound is prepared from compound E9 and 2-chloro-3,6-difluorophenol, according to the above-described procedure A. LC-MS: tR=1.22 min, ES+: 831.36.